From a dataset of the Open Reaction Database (ORD), a public repository of structured organic reaction records. describe an organic reaction: reactants, conditions, products, and yield Reactants: FC1=C(C=CC=C1C(F)(F)F)C=1N=C(SC1)CN1N=CC(=C1)C(=O)OCC (ethyl 1-({4-[2-fluoro-3-(trifluoromethyl)phenyl]-1,3-thiazol-2-yl}methyl)-1H-pyrazole-4-carboxylate), [OH-].[Na+] (sodium hydroxide), O (Water). Run in C(C)O.O1CCCC1 (ethanol tetrahydrofuran). Reaction conditions: time 8 hour. Yields the product FC1=C(C=CC=C1C(F)(F)F)C=1N=C(SC1)CN1N=CC(=C1)C(=O)O (1-({4-[2-fluoro-3-(trifluoromethyl)phenyl]-1,3-thiazol-2-yl}methyl)-1H-pyrazole-4-carboxylic acid). Isolated yield 85226936.0%. As a reaction SMILES: [F:1][C:2]1[C:7]([C:8]([F:11])([F:10])[F:9])=[CH:6][CH:5]=[CH:4][C:3]=1[C:12]1[N:13]=[C:14]([CH2:17][N:18]2[CH:22]=[C:21]([C:23]([O:25]CC)=[O:24])[CH:20]=[N:19]2)[S:15][CH:16]=1.[OH-].[Na+].O>C(O)C.O1CCCC1>[F:1][C:2]1[C:7]([C:8]([F:9])([F:10])[F:11])=[CH:6][CH:5]=[CH:4][C:3]=1[C:12]1[N:13]=[C:14]([CH2:17][N:18]2[CH:22]=[C:21]([C:23]([OH:25])=[O:24])[CH:20]=[N:19]2)[S:15][CH:16]=1 |f:1.2,4.5|. Procedure: To a mixed solution of the compound (320 mg, 0.79 nmol) obtained in Example 52a in ethanol/tetrahydrofuran (v/v=1/1, 8 mL) was added 2N aqueous sodium hydroxide solution (1.6 mL, 3.2 mmol), and the mixture was stirred at room temperature overnight. Water was added to the reaction mixture, and the aqueous layer was washed with diethyl ether, neutralized with 1N aqueous hydrochloric acid solution, and the mixture was extracted with ethyl acetate. The obtained organic layer was washed with saturate... Starting materials: NC=1C(=NOC1C)C(=O)C1=C(C=CC=C1)Cl ((4-amino-5-methylisoxazol-3-yl)-2-chlorophenylmethanone), C([O-])([O-])=O.[Na+].[Na+] (sodium carbonate), C([O-])(O)=O.[Na+] (sodium bicarbonate), BrCC(=O)Br (Bromoacetylbromide). Run in ClCCl (dichloromethane), ClCCl (dichloromethane), O (water). Reaction conditions: time 1 hour. The product is ClC1=C(C(=O)C2=NOC(=C2NC(CBr)=O)C)C=CC=C1 (N-[3-(2-Chlorobenzoyl)-5-methylisoxazol-4-yl]bromoacetamide). RXN SMILES: [Br:1][CH2:2][C:3](Br)=[O:4].[NH2:6][C:7]1[C:8]([C:13]([C:15]2[CH:20]=[CH:19][CH:18]=[CH:17][C:16]=2[Cl:21])=[O:14])=[N:9][O:10][C:11]=1[CH3:12].C(=O)([O-])[O-].[Na+].[Na+].C(=O)(O)[O-].[Na+]>ClCCl.O>[Cl:21][C:16]1[CH:17]=[CH:18][CH:19]=[CH:20][C:15]=1[C:13]([C:8]1[C:7]([NH:6][C:3](=[O:4])[CH2:2][Br:1])=[C:11]([CH3:12])[O:10][N:9]=1)=[O:14] |f:2.3.4,5.6|. Procedure: Bromoacetylbromide (42 g, 210 mmoles) was added slowly to a mixture of (4-amino-5-methylisoxazol-3-yl)-2-chlorophenylmethanone of Example IIIb (24.8 g, 105 mmoles) in dichloromethane (300 ml) with 2N sodium carbonate (200 ml) and saturated sodium bicarbonate (500 ml) at 5° C. After stirring for 1 hour, the mixture was diluted with dichloromethane (400 ml) and water (400 ml). The organics were washed with water, saturated sodium chloride, dried (sodium sulfate) and evaporated to give 36 g of an o...